This data is from the Open Reaction Database (ORD), a public repository of structured organic reaction records. The task is: describe an organic reaction: reactants, conditions, products, and yield The product is COCc1nc2ccc(N)c(I)c2s1. Reactants: O=C([O-])O, COCc1nc2ccc(N)cc2s1, Cl, ClI, [Na+], O. RXN SMILES: [C:16](=[O:17])([OH:18])[O-:19].[CH3:3][O:4][CH2:5][c:6]1[s:7][c:8]2[c:9]([n:10]1)[cH:11][cH:12][c:13]([NH2:15])[cH:14]2.[ClH:22].[I:1][Cl:2].[Na+:20].[OH2:21]>>[I:1][c:14]1[c:8]2[s:7][c:6]([CH2:5][O:4][CH3:3])[n:10][c:9]2[cH:11][cH:12][c:13]1[NH2:15]. Reactants: C(C=C)OC(=O)O[C@H](C)[C@@H]1[C@@H]2N(C(=C([C@@H]2C)CO)C(=O)OCC=C)C1=O (allyl (1S,5R,6S)-6-[(1R)-1-allyloxycarbonyloxyethyl]-2-hydroxymethyl-1-methyl-1-carbapen-2-em-3-carboxylate), OCCNC(=O)C=1N2C(SC1)=CN=C2 (3-(N-2-hydroxyethyl)carbamoylimidazo[5,1-b]thiazole). Yields the product O[C@H](C)[C@@H]1[C@@H]2N(C(=C([C@@H]2C)CN2C=[N+]3C(SC=C3C(NCCO)=O)=C2)C(=O)[O-])C1=O ((1S,5R,6S)-6-[(1R)-1-hydroxyethyl]-2-[3-(N-2-hydroxyethyl)carbamoylimidazo[5,1-b]thiazolium-6-yl]methyl-1-methyl-1-carbapen-2-em-3-carboxylate). Isolated yield 13.6%. RXN SMILES: C(OC([O:7][C@@H:8]([C@H:10]1[C:25](=[O:26])[N:12]2[C:13]([C:19]([O:21]CC=C)=[O:20])=[C:14]([CH2:17]O)[C@H:15]([CH3:16])[C@H:11]12)[CH3:9])=O)C=C.[OH:27][CH2:28][CH2:29][NH:30][C:31]([C:33]1[N:34]2[CH:40]=[N:39][CH:38]=[C:35]2[S:36][CH:37]=1)=[O:32]>>[OH:7][C@@H:8]([C@H:10]1[C:25](=[O:26])[N:12]2[C:13]([C:19]([O-:21])=[O:20])=[C:14]([CH2:17][N:39]3[CH:38]=[C:35]4[S:36][CH:37]=[C:33]([C:31](=[O:32])[NH:30][CH2:29][CH2:28][OH:27])[N+:34]4=[CH:40]3)[C@H:15]([CH3:16])[C@H:11]12)[CH3:9]. Procedure: The same procedure as in Example 1 was repeated except that 93 mg of allyl (1S,5R,6S)-6-[(1R)-1-allyloxycarbonyloxyethyl]-2-hydroxymethyl-1-methyl-1-carbapen-2-em-3-carboxylate and 80 mg of 3-(N-2-hydroxyethyl)carbamoylimidazo[5,1-b]thiazole were used, thereby obtaining 15 mg of the title compound. Reactants: CC(C)(C)OC(=O)N1CC2CC1CN2, Cc1cc(I)cnc1Cl. The product is Cc1cc(N2CC3CC2CN3C(=O)OC(C)(C)C)cnc1Cl. RXN SMILES: [CH:1]12[N:2]([C:8](=[O:9])[O:10][C:11]([CH3:12])([CH3:13])[CH3:14])[CH2:3][CH:4]([NH:5][CH2:6]1)[CH2:7]2.[Cl:15][c:16]1[n:17][cH:18][c:19]([I:23])[cH:20][c:21]1[CH3:22]>>[CH:1]12[N:2]([C:8](=[O:9])[O:10][C:11]([CH3:12])([CH3:13])[CH3:14])[CH2:3][CH:4]([N:5]([c:19]3[cH:18][n:17][c:16]([Cl:15])[c:21]([CH3:22])[cH:20]3)[CH2:6]1)[CH2:7]2. Starting materials: CC(C)(C)OC(=O)N(c1nc(C#Cc2ccccc2)cn2c(C=C3NC(=O)NC3=O)cnc12)C1CC1, ClCCl, O=C(O)C(F)(F)F. Product: O=C1NC(=O)C(=Cc2cnc3c(NC4CC4)nc(C#Cc4ccccc4)cn23)N1. As a reaction SMILES: [CH:1]1([N:4]([C:5](=[O:6])[O:7][C:8]([CH3:9])([CH3:10])[CH3:11])[c:12]2[c:13]3[n:14]([cH:15][c:16]([C:18]#[C:19][c:20]4[cH:21][cH:22][cH:23][cH:24][cH:25]4)[n:17]2)[c:26]([CH:29]=[C:30]2[NH:31][C:32](=[O:36])[NH:33][C:34]2=[O:35])[cH:27][n:28]3)[CH2:2][CH2:3]1.[Cl:37][CH2:38][Cl:39].[OH:40][C:41]([C:42]([F:43])([F:44])[F:45])=[O:46]>>[CH:1]1([NH:4][c:12]2[c:13]3[n:14]([cH:15][c:16]([C:18]#[C:19][c:20]4[cH:21][cH:22][cH:23][cH:24][cH:25]4)[n:17]2)[c:26]([CH:29]=[C:30]2[NH:31][C:32](=[O:36])[NH:33][C:34]2=[O:35])[cH:27][n:28]3)[CH2:2][CH2:3]1.